This data is from the Open Reaction Database (ORD), a public repository of structured organic reaction records. The task is: describe an organic reaction: reactants, conditions, products, and yield Reactants: COC(CC=1C=C(C(=CC1)OC)C1=C(C=CC(=C1)OC)CNCC)=O ((2′-ethylaminomethyl-6,5′-dimethoxy-biphenyl-3-yl)-acetic acid methyl ester), C1(CC1)C(=O)Cl (cyclopropanecarbonyl chloride). Product: COC(CC=1C=C(C(=CC1)OC)C1=C(C=CC(=C1)OC)CN(CC)C(=O)C1CC1)=O ({2′-[(Cyclopropanecarbonyl-ethyl-amino)-methyl]-6,5′-dimethoxy-biphenyl-3-yl}-acetic acid methyl ester). As a reaction SMILES: [CH3:1][O:2][C:3](=[O:25])[CH2:4][C:5]1[CH:6]=[C:7]([C:13]2[CH:18]=[C:17]([O:19][CH3:20])[CH:16]=[CH:15][C:14]=2[CH2:21][NH:22][CH2:23][CH3:24])[C:8]([O:11][CH3:12])=[CH:9][CH:10]=1.[CH:26]1([C:29](Cl)=[O:30])[CH2:28][CH2:27]1>>[CH3:1][O:2][C:3](=[O:25])[CH2:4][C:5]1[CH:6]=[C:7]([C:13]2[CH:18]=[C:17]([O:19][CH3:20])[CH:16]=[CH:15][C:14]=2[CH2:21][N:22]([C:29]([CH:26]2[CH2:28][CH2:27]2)=[O:30])[CH2:23][CH3:24])[C:8]([O:11][CH3:12])=[CH:9][CH:10]=1. Reported procedure: Prepared according to the procedure described in Example 1, Step 6, using the following starting materials: (2′-ethylaminomethyl-6,5′-dimethoxy-biphenyl-3-yl)-acetic acid methyl ester and cyclopropanecarbonyl chloride. The reactants are ice water, FC(C1=CC=C(C=C1)N1CCC(CC1)O)(F)F (1-(4-(trifluoromethyl)phenyl)piperidin-4-ol), [H-].[Na+] (sodium hydride), ClC1=CC=C(C=N1)S(=O)(=O)NC1CCN(CC1)C(=O)OC(C)(C)C (tert-butyl 4-(6-chloropyridine-3-sulfonamido)piperidine-1-carboxylate). Conditions: time 8 hour. Product: FC(C1=CC=C(C=C1)N1CCC(CC1)OC1=CC=C(C=N1)S(=O)(=O)NC1CCN(CC1)C(=O)OC(C)(C)C)(F)F (tert-butyl 4-(6-(1-(4-(trifluoromethyl)phenyl)piperidin-4-yloxy)pyridine-3-sulfonamido)piperidine-1-carboxylate). The yield is 99.0%. As a reaction SMILES: [F:1][C:2]([F:17])([F:16])[C:3]1[CH:8]=[CH:7][C:6]([N:9]2[CH2:14][CH2:13][CH:12]([OH:15])[CH2:11][CH2:10]2)=[CH:5][CH:4]=1.[H-].[Na+].Cl[C:21]1[N:26]=[CH:25][C:24]([S:27]([NH:30][CH:31]2[CH2:36][CH2:35][N:34]([C:37]([O:39][C:40]([CH3:43])([CH3:42])[CH3:41])=[O:38])[CH2:33][CH2:32]2)(=[O:29])=[O:28])=[CH:23][CH:22]=1>>[F:17][C:2]([F:1])([F:16])[C:3]1[CH:4]=[CH:5][C:6]([N:9]2[CH2:14][CH2:13][CH:12]([O:15][C:21]3[N:26]=[CH:25][C:24]([S:27]([NH:30][CH:31]4[CH2:36][CH2:35][N:34]([C:37]([O:39][C:40]([CH3:43])([CH3:42])[CH3:41])=[O:38])[CH2:33][CH2:32]4)(=[O:28])=[O:29])=[CH:23][CH:22]=3)[CH2:11][CH2:10]2)=[CH:7][CH:8]=1 |f:1.2|. Reported procedure: To a stirred solution of 1-(4-(trifluoromethyl)phenyl)piperidin-4-ol (1.4 g, 5.71 mmol) in dimethylormamide (10 mL) at room temperature was added sodium hydride slowly (0.5 g, 60%, 12.4 mmol). After effervescence subsided, tert-butyl 4-(6-chloropyridine-3-sulfonamido)piperidine-1-carboxylate (1.03 g, 4.75 mmol) was added slowly. The mixture was stirred at room temperature overnight and then poured into ice-water. The residue was purified by flash chromatography (silica gel, 2% methanol in methyl... The reactants are COC=1C(=C2C=CNC2=CC1)CN(C)C (1-(5-methoxy-1H-indol-4-yl)-N,N-dimethylmethanamine), COC=1C(=C2C=CNC2=CC1)CN(C)C (1-(5-methoxy-1H-indol-4-yl)-N,N-dimethylmethanamine), CN(C)C=O (DMF), ClC1=C(C=CC=C1)S(=O)(=O)Cl (2-chlorobenzene-1-sulfonyl chloride). Reaction conditions: time 15 minute. The product is ClC1=C(C=CC=C1)S(=O)(=O)N1C=CC2=C(C(=CC=C12)OC)CN(C)C (1-{1-[(2-Chlorophenyl)sulfonyl]-5-methoxy-1H-indol-4-yl}-N,N-dimethylmethanamine). Yield: 18.9%. RXN SMILES: [CH3:1][O:2][C:3]1[C:4]([CH2:12][N:13]([CH3:15])[CH3:14])=[C:5]2[C:9](=[CH:10][CH:11]=1)[NH:8][CH:7]=[CH:6]2.CN(C=O)C.[Cl:21][C:22]1[CH:27]=[CH:26][CH:25]=[CH:24][C:23]=1[S:28](Cl)(=[O:30])=[O:29]>>[Cl:21][C:22]1[CH:27]=[CH:26][CH:25]=[CH:24][C:23]=1[S:28]([N:8]1[C:9]2[C:5](=[C:4]([CH2:12][N:13]([CH3:14])[CH3:15])[C:3]([O:2][CH3:1])=[CH:11][CH:10]=2)[CH:6]=[CH:7]1)(=[O:30])=[O:29]. Procedure: To a solution of 1-(5-methoxy-1H-indol-4-yl)-N,N-dimethylmethanamine (15 mg, 0.07 mmol; Intermediate 97) in DMF (1 mL) NaH (4 mg, 0.15 mmol) was added at rt. The reaction mixture was stirred at rt for 15 min and 2-chlorobenzene-1-sulfonyl chloride (23 mg, 0.11 mmol) was added. The reaction mixture was allowed to stir at rt over night. The reaction was quenched by addition of water. Purification by preparative HPLC/UV (System B) afforded the title product (5 mg, 17%) as a brown solid. MS (ESI+) f... Starting materials: NC1=C(C=C(C(=O)OCC)C=C1)F (ethyl 4-amino-3-fluorobenzoate), C(CCCCCCCCCCCCCCC)Br (hexadecyl bromide), C([O-])([O-])=O.[K+].[K+] (potassium carbonate). The solvent is CN(P(=O)(N(C)C)N(C)C)C (hexamethyl phosphoramide), O (water). Conditions: temperature 150 celsius, time 20 hour. Product: FC=1C=C(C(=O)OCC)C=CC1NCCCCCCCCCCCCCCCC (ethyl 3-fluoro-4-(hexadecylamino)benzoate). Reaction SMILES: [NH2:1][C:2]1[CH:12]=[CH:11][C:5]([C:6]([O:8][CH2:9][CH3:10])=[O:7])=[CH:4][C:3]=1[F:13].[CH2:14](Br)[CH2:15][CH2:16][CH2:17][CH2:18][CH2:19][CH2:20][CH2:21][CH2:22][CH2:23][CH2:24][CH2:25][CH2:26][CH2:27][CH2:28][CH3:29].C(=O)([O-])[O-].[K+].[K+]>CN(C)P(N(C)C)(N(C)C)=O.O>[F:13][C:3]1[CH:4]=[C:5]([CH:11]=[CH:12][C:2]=1[NH:1][CH2:29][CH2:28][CH2:27][CH2:26][CH2:25][CH2:24][CH2:23][CH2:22][CH2:21][CH2:20][CH2:19][CH2:18][CH2:17][CH2:16][CH2:15][CH3:14])[C:6]([O:8][CH2:9][CH3:10])=[O:7] |f:2.3.4|. Procedure details: A mixture of 4.0 g of ethyl 4-amino-3-fluorobenzoate, 6.66 g of hexadecyl bromide and 3.0 g of potassium carbonate in 25 ml of hexamethyl phosphoramide is stirred at 150° C. for 20 hr. The mixture is cooled, diluted with water and extracted with ether. The ether extract is washed with water, dried, and the ether evaporated. The residue is recrystallized from hexane to yield ethyl 3-fluoro-4-(hexadecylamino)benzoate as a white solid. Reactants: compound 184, C(#N)C1=CC=C(C=C1)C1CN(C1)C(=O)C=1C=CC(=C(C1)C1=C(N=C(N1)C1(CCN(CC1)C(=O)OC(C)(C)C)C)C)C (tert-butyl 4-(5-(5-(3-(4-cyanophenyl)azetidine-1-carbonyl)-2-methylphenyl)-4-methyl-1H-imidazol-2-yl)-4-methylpiperidine-1-carboxylate), C(#N)C1=CC=C(C=C1)C1CN(C1)C(=O)C=1C=CC(=C(C1)C1=C(N=C(N1)C1(CCN(CC1)C(=O)OC(C)(C)C)C)C)C (tert-butyl 4-(5-(5-(3-(4-cyanophenyl)azetidine-1-carbonyl)-2-methylphenyl)-4-methyl-1H-imidazol-2-yl)-4-methylpiperidine-1-carboxylate), C(#N)C1=CC=C(C=C1)C1CN(C1)C(=O)C=1C=CC(=C(C1)C=1N=C(NC1C)C1CCN(CC1)C(=O)OC(C)(C)C)C (tert-butyl 4-(4-(5-(3-(4-cyanophenyl)azetidine-1-carbonyl)-2-methylphenyl)-5-methyl-1H-imidazol-2-yl)piperidine-1-carboxylate), Cl.N1CC(C1)C1=CC=C(C#N)C=C1 (4-(azetidin-3-yl)benzonitrile hydrochloride), Cl.FC1(CNC1)C1=CC=C(C#N)C=C1 (4-(3-Fluoroazetidin-3-yl)benzonitrile hydrochloride), Cl.FC1(CNC1)C1=CC=C(C#N)C=C1 (4-(3-Fluoroazetidin-3-yl)benzonitrile hydrochloride). The product is C(#N)C1=CC=C(C=C1)C1(CN(C1)C(=O)C=1C=CC(=C(C1)C1=C(N=C(N1)C1(CCN(CC1)C(=O)OC)C)C)C)F (Methyl 4-(5-(5-(3-(4-cyanophenyl)-3-fluoroazetidine-1-carbonyl)-2-methylphenyl)-4-methyl-1H-imidazol-2-yl)-4-methylpiperidine-1-carboxylate). RXN SMILES: [C:1]([C:3]1[CH:8]=[CH:7][C:6]([CH:9]2[CH2:12][N:11]([C:13]([C:15]3[CH:16]=[CH:17][C:18]([CH3:41])=[C:19]([C:21]4[NH:25][C:24]([C:26]5([CH3:39])[CH2:31][CH2:30][N:29]([C:32]([O:34][C:35](C)(C)C)=[O:33])[CH2:28][CH2:27]5)=[N:23][C:22]=4[CH3:40])[CH:20]=3)=[O:14])[CH2:10]2)=[CH:5][CH:4]=1)#[N:2].C(C1C=CC(C2CN(C(C3C=CC(C)=C(C4N=C(C5CCN(C(OC(C)(C)C)=O)CC5)NC=4C)C=3)=O)C2)=CC=1)#N.Cl.[F:83]C1(C2C=CC(C#N)=CC=2)CNC1.Cl.N1CC(C2C=CC(C#N)=CC=2)C1>>[C:1]([C:3]1[CH:8]=[CH:7][C:6]([C:9]2([F:83])[CH2:12][N:11]([C:13]([C:15]3[CH:16]=[CH:17][C:18]([CH3:41])=[C:19]([C:21]4[NH:25][C:24]([C:26]5([CH3:39])[CH2:31][CH2:30][N:29]([C:32]([O:34][CH3:35])=[O:33])[CH2:28][CH2:27]5)=[N:23][C:22]=4[CH3:40])[CH:20]=3)=[O:14])[CH2:10]2)=[CH:5][CH:4]=1)#[N:2] |f:2.3,4.5|. Procedure details: The title compound was prepared using standard chemical manipulations and procedures similar to those used for the preparation of compound 184, except tert-butyl 4-(5-(5-(3-(4-cyanophenyl)azetidine-1-carbonyl)-2-methylphenyl)-4-methyl-1H-imidazol-2-yl)-4-methylpiperidine-1-carboxylate (compound 185.3) was used in place of tert-butyl 4-(4-(5-(3-(4-cyanophenyl)azetidine-1-carbonyl)-2-methylphenyl)-5-methyl-1H-imidazol-2-yl)piperidine-1-carboxylate (compound 182.3) and 4-(3-fluoroazetidin-3-yl)benz... The reactants are C1C(C1)COCCC1=CC=C(C=C1)O (4-[(2-Cyclopropylmethoxy)-ethyl]-phenol), C(Cl)C1CO1 (epichlorohydrin). Product: C1(CC1)COCCC1=CC=C(OCC2CO2)C=C1 (1- {4-[2-(Cyclopropylmethoxy)-ethyl]-phenoxy}-2,3-epoxypropane). As a reaction SMILES: [CH2:1]1[CH2:3][CH:2]1[CH2:4][O:5][CH2:6][CH2:7][C:8]1[CH:13]=[CH:12][C:11]([OH:14])=[CH:10][CH:9]=1.[CH2:15]([CH:17]1[O:19][CH2:18]1)Cl>>[CH:2]1([CH2:4][O:5][CH2:6][CH2:7][C:8]2[CH:9]=[CH:10][C:11]([O:14][CH2:15][CH:17]3[O:19][CH2:18]3)=[CH:12][CH:13]=2)[CH2:3][CH2:1]1. Reported procedure: reaction 4-[(2-Cyclopropylmethoxy)-ethyl]-phenol with epichlorohydrin in presence of base to form 1- {4-[2-(Cyclopropylmethoxy)-ethyl]-phenoxy}-2,3-epoxypropane; and Isolated yield 91.2%. The reagents and catalysts are [Zn] (zinc). Reaction SMILES: [Cl:1][C:2]1[CH:3]=[C:4]2[C:8](=[CH:9][CH:10]=1)[N:7]1[C:11](=[O:41])[C:12](=[CH:15][C:16]3[N:17]=[CH:18][N:19](C(C4C=CC=CC=4)(C4C=CC=CC=4)C4C=CC=CC=4)[C:20]=3[CH3:21])[CH2:13][CH2:14][C:6]1=[C:5]2[CH3:42]>C(O)(=O)C.[Zn]>[Cl:1][C:2]1[CH:3]=[C:4]2[C:8](=[CH:9][CH:10]=1)[N:7]1[C:11](=[O:41])[CH:12]([CH2:15][C:16]3[N:17]=[CH:18][NH:19][C:20]=3[CH3:21])[CH2:13][CH2:14][C:6]1=[C:5]2[CH3:42]. The reactants are ClC=1C=C2C(=C3N(C2=CC1)C(C(CC3)=CC=3N=CN(C3C)C(C3=CC=CC=C3)(C3=CC=CC=C3)C3=CC=CC=C3)=O)C (2-chloro-8,9-dihydro-10-methyl-7-[(5-methyl-1-trityl-1H-imidazol-4-yl)methylene]pyrido[1,2-a]indol-6(7H)-one). Product: ClC=1C=C2C(=C3N(C2=CC1)C(C(CC3)CC=3N=CNC3C)=O)C (2-chloro-8,9-dihydro-10-methyl-7-[(5-methyl-1H-imidazol-4-yl)methyl]pyrido[1,2-a]indol-6(7H)-one). Solvent: C(C)(=O)O (acetic acid). Procedure: To a solution of 2-chloro-8,9-dihydro-10-methyl-7-[(5-methyl-1-trityl-1H-imidazol-4-yl)methylene]pyrido[1,2-a]indol-6(7H)-one (0.95 g) in acetic acid (47.5 ml) was added zinc powder (1.09 g) and the mixture was refluxed for 2.5 hours. The resulting precipitates were filtered off, and the filtrate was evaporated in vacuo. The residue was diluted in chloroform, washed with aqueous sodium bicarbonate, solution, water, and brine, dried over sodium sulfate, and chromatographed on silica gel eluted by... Starting materials: [Si](C)(C)(C(C)(C)C)O[C@H]1C[C@H]([C@H](CC1)NC([C@H](CCSC)NC(OCC1=CC=CC=C1)=O)=O)C(C)C (Benzyl (S)-1-((1S,2S,4R)-4-(tert-butyldimethylsilyloxy)-2-isopropylcyclohexylamino)-4-(methylthio)-1-oxobutan-2-ylcarbamate), C(=O)([O-])[O-].[Cs+].[Cs+] (Cs2CO3). The solvent is CS(=O)C (DMSO), IC (iodomethane). Run at time 72 hour. Product: O[C@H]1C[C@H]([C@H](CC1)N1C([C@H](CC1)NC(OCC1=CC=CC=C1)=O)=O)C(C)C (benzyl (S)-1-((1S,2S,4R)-4-hydroxy-2-isopropylcyclohexyl)-2-oxopyrrolidin-3-ylcarbamate), [Si](C)(C)(C(C)(C)C)O[C@H]1C[C@H]([C@H](CC1)N1C([C@H](CC1)NC(OCC1=CC=CC=C1)=O)=O)C(C)C (benzyl (S)-1-((1S,2S,4R)-4-(tert-butyldimethylsilyloxy)-2-isopropylcyclohexyl)-2-oxopyrrolidin-3-ylcarbamate). Reaction SMILES: [Si:1]([O:8][C@@H:9]1[CH2:14][CH2:13][C@H:12]([NH:15][C:16](=[O:33])[C@@H:17]([NH:22][C:23](=[O:32])[O:24][CH2:25][C:26]2[CH:31]=[CH:30][CH:29]=[CH:28][CH:27]=2)[CH2:18][CH2:19]SC)[C@H:11]([CH:34]([CH3:36])[CH3:35])[CH2:10]1)([C:4]([CH3:7])([CH3:6])[CH3:5])([CH3:3])[CH3:2].C([O-])([O-])=O.[Cs+].[Cs+]>IC.CS(C)=O>[OH:8][C@@H:9]1[CH2:14][CH2:13][C@H:12]([N:15]2[CH2:19][CH2:18][C@H:17]([NH:22][C:23](=[O:32])[O:24][CH2:25][C:26]3[CH:27]=[CH:28][CH:29]=[CH:30][CH:31]=3)[C:16]2=[O:33])[C@H:11]([CH:34]([CH3:35])[CH3:36])[CH2:10]1.[Si:1]([O:8][C@@H:9]1[CH2:14][CH2:13][C@H:12]([N:15]2[CH2:19][CH2:18][C@H:17]([NH:22][C:23](=[O:32])[O:24][CH2:25][C:26]3[CH:31]=[CH:30][CH:29]=[CH:28][CH:27]=3)[C:16]2=[O:33])[C@H:11]([CH:34]([CH3:36])[CH3:35])[CH2:10]1)([C:4]([CH3:7])([CH3:6])[CH3:5])([CH3:3])[CH3:2] |f:1.2.3|. Procedure: Benzyl (S)-1-((1S,2S,4R)-4-(tert-butyldimethylsilyloxy)-2-isopropylcyclohexylamino)-4-(methylthio)-1-oxobutan-2-ylcarbamate (5.3 g) was dissolved in iodomethane (90 mL), and the resulting solution was stirred at rt for 72 h before being concentrated in vacuo. The residue was dissolved in methylene chloride, and the resulting solution was concentrated; this was repeated to afford the salt. MS found: (M+H)+=586.5. This material was dissolved in DMSO (30 mL) and the solution was charged with Cs2CO3...